From a dataset of the Open Reaction Database (ORD), a public repository of structured organic reaction records. describe an organic reaction: reactants, conditions, products, and yield Product: NC1(c2ccc(I)cn2)CC1. Reactants: [Br-], CC[Mg+], C1CCOC1, CC(C)[O-], CC(C)[O-], CC(C)[O-], CC(C)[O-], Cl, N#Cc1ccc(I)cn1, O, [Ti+4]. RXN SMILES: [Br-:10].[CH2:11]([CH3:12])[Mg+:13].[CH2:14]1[O:15][CH2:16][CH2:17][CH2:18]1.[CH3:21][CH:22]([CH3:23])[O-:24].[CH3:26][CH:27]([CH3:28])[O-:29].[CH3:30][CH:31]([CH3:32])[O-:33].[CH3:34][CH:35]([CH3:36])[O-:37].[ClH:20].[I:1][c:2]1[cH:3][cH:4][c:5]([C:8]#[N:9])[n:6][cH:7]1.[OH2:19].[Ti+4:25]>>[I:1][c:2]1[cH:3][cH:4][c:5]([C:8]2([NH2:9])[CH2:11][CH2:12]2)[n:6][cH:7]1. Yields the product ClC=1C=C(C=C(C1)Cl)OS(N)(=O)=O (Sulfamic acid 3,5-dichlorphenyl ester). Solvent: C1(=CC=CC=C1)C (toluene). Reported procedure: The procedure used in Example 84 was used to prepare this compound from a mixture of 16.3 g (0.10 mole) of 3,5-dichlorophenol and 9.1 ml (0.105 mole) of chlorosulfonyl isocyanate in 75 ml of toluene. The compound was obtained in 83% yield as a white, fluffy solid, mp 146°-147° C. (benzene). Isolated yield 83.0%. Starting materials: ClC=1C=C(C=C(C1)Cl)O (3,5-dichlorophenol), ClS(=O)(=O)N=C=O (chlorosulfonyl isocyanate), C1=CC=CC=C1 (benzene). Reaction SMILES: [Cl:1][C:2]1[CH:3]=[C:4]([OH:9])[CH:5]=[C:6]([Cl:8])[CH:7]=1.Cl[S:11]([N:14]=C=O)(=[O:13])=[O:12].C1C=CC=CC=1>C1(C)C=CC=CC=1>[Cl:1][C:2]1[CH:3]=[C:4]([O:9][S:11](=[O:13])(=[O:12])[NH2:14])[CH:5]=[C:6]([Cl:8])[CH:7]=1.